From a dataset of the Open Reaction Database (ORD), a public repository of structured organic reaction records. describe an organic reaction: reactants, conditions, products, and yield The reactants are resultant mixture, CC(C#N)(C)C1=CC=C(C=C1)C(F)(F)F (2-methyl-2-(4-trifluoromethylphenyl)propanenitrile), [H-].C(C(C)C)[Al+]CC(C)C (diisobutylaluminium hydride), ice, S(O)(O)(=O)=O (sulfuric acid). Solvent: C1(=CC=CC=C1)C (toluene). Run at temperature -50 celsius, time 30 minute. The product is CC(C=O)(C)C1=CC=C(C=C1)C(F)(F)F (2-methyl-2-(4-trifluoromethylphenyl)propanaldehyde). As a reaction SMILES: [CH3:1][C:2]([C:6]1[CH:11]=[CH:10][C:9]([C:12]([F:15])([F:14])[F:13])=[CH:8][CH:7]=1)([CH3:5])[C:3]#N.[H-].C([Al+]CC(C)C)C(C)C.S(=O)(=O)(O)[OH:27]>C1(C)C=CC=CC=1>[CH3:1][C:2]([C:6]1[CH:11]=[CH:10][C:9]([C:12]([F:15])([F:14])[F:13])=[CH:8][CH:7]=1)([CH3:5])[CH:3]=[O:27] |f:1.2|. Reported procedure: A stirred solution of 119.8 grams (0.56 mole) of 2-methyl-2-(4-trifluoromethylphenyl)propanenitrile in 100 mL of toluene was cooled to -50° C., and 487 mL (0.73 mole) of diisobutylaluminium hydride (1.5M in toluene) was added dropwise during a 45 minute period while keeping the reaction mixture temperature between -45° and -50° C. Upon completion of addition, the reaction mixture was stirred at -50° C. for 30 minutes. The reaction mixture was then warmed to about 0° C., where it stirred for an a... Reactants: ClC(C(OC(C)(C)C)=N)(Cl)Cl (tert-butyl 2,2,2-trichloroethaneimidoate), C1(CCC1)C(=O)O (cyclobutanecarboxylic acid), C([O-])(O)=O.[Na+] (sodium bicarbonate). The solvent is C1CCOC1 (THF). Reaction conditions: time 8 hour. The product is C1(CCC1)C(=O)OC(C)(C)C (tert-Butyl cyclobutanecarboxylate). As a reaction SMILES: [CH:1]1([C:5]([OH:7])=[O:6])[CH2:4][CH2:3][CH2:2]1.ClC(Cl)(Cl)C(=N)O[C:12]([CH3:15])([CH3:14])[CH3:13].C(=O)(O)[O-].[Na+]>C1COCC1>[CH:1]1([C:5]([O:7][C:12]([CH3:15])([CH3:14])[CH3:13])=[O:6])[CH2:4][CH2:3][CH2:2]1 |f:2.3|. Reported procedure: Under argon, 99 μl (0.78 mmol) of boron trifluoride/diethyl ether complex were added to 5.2 g (52.3 mmol) of cyclobutanecarboxylic acid in 100 ml of THF. A little at a time, 13.7 g (62.75 mmol) of tert-butyl 2,2,2-trichloroethaneimidoate were then added, and the mixture was subsequently stirred at room temperature overnight. 5 g of sodium bicarbonate were then added, and the reaction mixture was stirred for 15 min. After filtration, the solution was concentrated to dryness under reduced pressure... Reactants: FC(CCl)F (2,2-difluoro-1-chloroethane), COC1=CC=C(CN)C=C1 (4-methoxybenzylamine), COC1=CC=C(CN)C=C1 (4-methoxybenzylamine). Run in O (water). Yields the product FC(CNCC1=CC=C(C=C1)OC)F (2,2-difluoro-N-(4-methoxybenzyl)ethanamine). Yield: 68.0%. Reaction SMILES: [F:1][CH:2]([F:5])[CH2:3]Cl.[CH3:6][O:7][C:8]1[CH:15]=[CH:14][C:11]([CH2:12][NH2:13])=[CH:10][CH:9]=1>O>[F:1][CH:2]([F:5])[CH2:3][NH:13][CH2:12][C:11]1[CH:14]=[CH:15][C:8]([O:7][CH3:6])=[CH:9][CH:10]=1. Procedure details: An amount of 23.15 g (214 mmol) of 2,2-difluoro-1-chloroethane and 10 g (71 mmol) of 4-methoxybenzylamine are heated in an autoclave at an internal temperature of 120° C. for 16 hours. Subsequently, 50 g of water are added and the aqueous phase is separated. The aqueous phase is again extracted with 2,2-difluoro-1-chloroethane and the combined organic phases are distilled as described in Example 1.1. Here also, the 4-methoxybenzylamine hydrochloride present in the aqueous phase can be converted ... Reactants: CC(C)C[Al+]CC(C)C, C1CCOC1, CCOC(=O)C=CCCCCCCCCOCOC(C)OC, CO, [H-], O. The product is COC(C)OCOCCCCCCCCC=CCO. RXN SMILES: [CH2:2]([Al+:3][CH2:4][CH:5]([CH3:6])[CH3:7])[CH:8]([CH3:9])[CH3:10].[CH2:36]1[O:37][CH2:38][CH2:39][CH2:40]1.[CH3:11][O:12][CH:13]([CH3:14])[O:15][CH2:16][O:17][CH2:18][CH2:19][CH2:20][CH2:21][CH2:22][CH2:23][CH2:24][CH2:25][CH:26]=[CH:27][C:28](=[O:29])[O:30][CH2:31][CH3:32].[CH3:33][OH:34].[H-:1].[OH2:35]>>[CH3:11][O:12][CH:13]([CH3:14])[O:15][CH2:16][O:17][CH2:18][CH2:19][CH2:20][CH2:21][CH2:22][CH2:23][CH2:24][CH2:25][CH:26]=[CH:27][CH2:28][OH:29]. Reactants: O=C([O-])[O-], COC(=O)Cc1ccc(Cl)nc1, ClCCl, O=C(OC(=O)C(F)(F)F)C(F)(F)F, [K+], [K+], OO. The product is COC(=O)Cc1ccc(Cl)[n+]([O-])c1. As a reaction SMILES: [C:28](=[O:29])([O-:30])[O-:31].[Cl:16][c:17]1[cH:18][cH:19][c:20]([CH2:23][C:24](=[O:25])[O:26][CH3:27])[cH:21][n:22]1.[Cl:34][CH2:35][Cl:36].[F:3][C:4]([F:5])([F:7])[C:8](=[O:6])[O:9][C:10](=[O:11])[C:12]([F:13])([F:14])[F:15].[K+:32].[K+:33].[OH:1][OH:2]>>[O-:6][n+:22]1[c:17]([Cl:16])[cH:18][cH:19][c:20]([CH2:23][C:24](=[O:25])[O:26][CH3:27])[cH:21]1. The reactants are CC(C)[Mg+], [Cl-], FC(F)(F)c1ccc(Cl)nc1I, CON(C)C(=O)c1cccnc1F, C1CCOC1. Yields the product O=C(c1cccnc1F)c1nc(Cl)ccc1C(F)(F)F. As a reaction SMILES: [CH:14]([Mg+:15])([CH3:16])[CH3:17].[Cl-:13].[Cl:1][c:2]1[cH:3][cH:4][c:5]([C:9]([F:10])([F:11])[F:12])[c:6]([I:8])[n:7]1.[F:18][c:19]1[c:20]([C:21](=[O:22])[N:23]([O:24][CH3:25])[CH3:26])[cH:27][cH:28][cH:29][n:30]1.[O:31]1[CH2:32][CH2:33][CH2:34][CH2:35]1>>[Cl:1][c:2]1[cH:3][cH:4][c:5]([C:9]([F:10])([F:11])[F:12])[c:6]([C:21]([c:20]2[c:19]([F:18])[n:30][cH:29][cH:28][cH:27]2)=[O:22])[n:7]1.